Dataset: the Open Reaction Database (ORD), a public repository of structured organic reaction records. Task: describe an organic reaction: reactants, conditions, products, and yield Reactants: C(#C)C=1N=CN2C1N=C(C=C2C(F)(F)F)C2=CC=C(C=C2)C(F)(F)F (8-ethynyl-4-trifluoromethyl-2-(4-trifluoromethyl-phenyl)-imidazo[1,5-a]pyrimidine), BrC=1C=NC=CC1 (3-bromo-pyridine). Yields the product N1=CC(=CC=C1)C#CC=1N=CN2C1N=C(C=C2C(F)(F)F)C2=CC=C(C=C2)C(F)(F)F (8-Pyridin-3-ylethynyl-4-trifluoromethyl-2-(4-trifluoromethyl-phenyl)-imidazo[1,5-a]pyrimidine), solid. Isolated yield 34.0%. Reaction SMILES: [C:1]([C:3]1[N:4]=[CH:5][N:6]2[C:11]([C:12]([F:15])([F:14])[F:13])=[CH:10][C:9]([C:16]3[CH:21]=[CH:20][C:19]([C:22]([F:25])([F:24])[F:23])=[CH:18][CH:17]=3)=[N:8][C:7]=12)#[CH:2].Br[C:27]1[CH:28]=[N:29][CH:30]=[CH:31][CH:32]=1>>[N:29]1[CH:30]=[CH:31][CH:32]=[C:27]([C:2]#[C:1][C:3]2[N:4]=[CH:5][N:6]3[C:11]([C:12]([F:15])([F:14])[F:13])=[CH:10][C:9]([C:16]4[CH:21]=[CH:20][C:19]([C:22]([F:25])([F:24])[F:23])=[CH:18][CH:17]=4)=[N:8][C:7]=23)[CH:28]=1. Procedure details: The title compound was prepared from 8-ethynyl-4-trifluoromethyl-2-(4-trifluoromethyl-phenyl)-imidazo[1,5-a]pyrimidine (example C.18) (130 mg, 0.37 mmol) and commercially available 3-bromo-pyridine (58 mg, 0.37 mmol) according to general procedure II. Obtained as a dark red solid (54 mg, 34%). MS (ISP) 433.0 [(M+H)+]; mp 199° C.